Dataset: the Open Reaction Database (ORD), a public repository of structured organic reaction records. Task: describe an organic reaction: reactants, conditions, products, and yield Reactants: C, CO, O=C(O)C=CCCCCCCCCCCCF, [Pd]. The product is O=C(O)CCCCCCCCCCCCCF. As a reaction SMILES: [C:20].[CH3:18][OH:19].[F:1][CH2:2][CH2:3][CH2:4][CH2:5][CH2:6][CH2:7][CH2:8][CH2:9][CH2:10][CH2:11][CH2:12][CH:13]=[CH:14][C:15](=[O:16])[OH:17].[Pd:21]>>[F:1][CH2:2][CH2:3][CH2:4][CH2:5][CH2:6][CH2:7][CH2:8][CH2:9][CH2:10][CH2:11][CH2:12][CH2:13][CH2:14][C:15](=[O:16])[OH:17]. Reactants: Fc1ccc(OCCCBr)cc1, CC(C)(C)OC(=O)N1CCC(c2ccc(O)cc2)C(O)C1. Yields the product CC(C)(C)OC(=O)N1CCC(c2ccc(OCCCOc3ccc(F)cc3)cc2)C(O)C1. Reaction SMILES: [Br:22][CH2:23][CH2:24][CH2:25][O:26][c:27]1[cH:28][cH:29][c:30]([F:33])[cH:31][cH:32]1.[OH:1][CH:2]1[CH2:3][N:4]([C:15](=[O:16])[O:17][C:18]([CH3:19])([CH3:20])[CH3:21])[CH2:5][CH2:6][CH:7]1[c:8]1[cH:9][cH:10][c:11]([OH:14])[cH:12][cH:13]1>>[OH:1][CH:2]1[CH2:3][N:4]([C:15](=[O:16])[O:17][C:18]([CH3:19])([CH3:20])[CH3:21])[CH2:5][CH2:6][CH:7]1[c:8]1[cH:9][cH:10][c:11]([O:14][CH2:23][CH2:24][CH2:25][O:26][c:27]2[cH:28][cH:29][c:30]([F:33])[cH:31][cH:32]2)[cH:12][cH:13]1. Starting materials: IC=1C=C(C=CC1)C1=CC=CC=2C3=CC=CC=C3NC12 (3-iodophenylcarbazole), tetrakis-triphenylphosphinepalladium, phenylcarbazoleboronic ester, [OH-].C(C)[N+](CC)(CC)CC (tetraethylammonium hydroxide). The solvent is CC(=O)C (acetone). Conditions: temperature 70 celsius. The product is C1(=CC=CC=C1)C1=C(C=2NC3=CC=CC=C3C2C=C1)C1=CC=CC=C1 (Bisphenylcarbazole). Reaction SMILES: I[C:2]1[CH:3]=[C:4]([C:8]2[C:20]3[NH:19][C:18]4[C:13](=[CH:14][CH:15]=[CH:16][CH:17]=4)[C:12]=3[CH:11]=[CH:10][CH:9]=2)[CH:5]=[CH:6][CH:7]=1.[OH-].C([N+]([CH2:29][CH3:30])(CC)CC)C>CC(C)=O>[C:30]1([C:9]2[CH:10]=[CH:11][C:12]3[C:13]4[C:18](=[CH:17][CH:16]=[CH:15][CH:14]=4)[NH:19][C:20]=3[C:8]=2[C:4]2[CH:3]=[CH:2][CH:7]=[CH:6][CH:5]=2)[CH:29]=[CH:6][CH:7]=[CH:2][CH:3]=1 |f:1.2|. Procedure details: 91 g (242 mmol) of 3-iodophenylcarbazole 11 and 91 g (246 mmol) of phenylcarbazoleboronic ester 12 are suspended in acetone, and a 350 ml of 20% tetraethylammonium hydroxide solution (493 mmol) are added, the mixture is carefully degassed using argon. 4.6 g (4 mmol) of tetrakis-triphenylphosphinepalladium are subsequently added. The reaction is heated to 70° C. The progress of the reaction is followed by means of thin-layer chromatography. When the reaction is complete, the batch is cooled to ro... The reactants are FC=1C=C(C=CC1C(=O)OC)C1N(CCC1)C(=O)OCC1=CC=CC=C1 (benzyl 2-(3-fluoro-4-(methoxycarbonyl)phenyl)pyrrolidine-1-carboxylate), O.[OH-].[Li+] (lithium hydroxide monohydrate), Cl (hydrochloric acid). Run in O1CCCC1 (tetrahydrofuran), O (water), CO (methanol). Reaction conditions: time 2 hour. The product is C(C1=CC=CC=C1)OC(=O)N1C(CCC1)C1=CC(=C(C(=O)O)C=C1)F (4-(1-(benzyloxycarbonyl)pyrrolidin-2-yl)-2-fluorobenzoic acid). Yield: 100.3%. Reaction SMILES: [F:1][C:2]1[CH:3]=[C:4]([CH:12]2[CH2:16][CH2:15][CH2:14][N:13]2[C:17]([O:19][CH2:20][C:21]2[CH:26]=[CH:25][CH:24]=[CH:23][CH:22]=2)=[O:18])[CH:5]=[CH:6][C:7]=1[C:8]([O:10]C)=[O:9].O.[OH-].[Li+].Cl>O1CCCC1.O.CO>[CH2:20]([O:19][C:17]([N:13]1[CH2:14][CH2:15][CH2:16][CH:12]1[C:4]1[CH:5]=[CH:6][C:7]([C:8]([OH:10])=[O:9])=[C:2]([F:1])[CH:3]=1)=[O:18])[C:21]1[CH:22]=[CH:23][CH:24]=[CH:25][CH:26]=1 |f:1.2.3|. Procedure: To a solution of benzyl 2-(3-fluoro-4-(methoxycarbonyl)phenyl)pyrrolidine-1-carboxylate (8.7 g, 24.4 mmol) in tetrahydrofuran (90 mL) was added lithium hydroxide monohydrate (2.05 g, 48.8 mmol) in 90 mL of water (90 mL) and methanol (90 mL) was added until a transparent solution formed. This mixture was stirred at ambient temperature for 2 hours and acidified with 2N hydrochloric acid to pH=2. The mixture was concentrated to about 90 mL, diluted with water and left to stand at ambient temperatur... The reactants are CN, CCO, CN(C)c1cc2c(cc1Cl)NC(=O)CC(c1cccc(-c3nc(CCl)cs3)c1)=N2, [Na+], [OH-], O. The product is CNCc1csc(-c2cccc(C3=Nc4cc(N(C)C)c(Cl)cc4NC(=O)C3)c2)n1. As a reaction SMILES: [CH3:30][NH2:31].[CH3:35][CH2:36][OH:37].[Cl:1][c:2]1[c:3]([N:27]([CH3:28])[CH3:29])[cH:4][c:5]2[c:6]([cH:26]1)[NH:7][C:8](=[O:25])[CH2:9][C:10]([c:12]1[cH:13][c:14](-[c:18]3[s:19][cH:20][c:21]([CH2:23][Cl:24])[n:22]3)[cH:15][cH:16][cH:17]1)=[N:11]2.[Na+:34].[OH-:33].[OH2:32]>>[Cl:1][c:2]1[c:3]([N:27]([CH3:28])[CH3:29])[cH:4][c:5]2[c:6]([cH:26]1)[NH:7][C:8](=[O:25])[CH2:9][C:10]([c:12]1[cH:13][c:14](-[c:18]3[s:19][cH:20][c:21]([CH2:23][NH:31][CH3:30])[n:22]3)[cH:15][cH:16][cH:17]1)=[N:11]2. Reactants: C(C)OC(C)OCC#CC(=O)C1=CC=C(C=C1)C (4-(1-ethoxyethoxy)-1-(4-methylphenyl)-2-butyn-1-one), Cl (hydrochloric acid). The solvent is O1CCCC1 (tetrahydrofuran). Reaction conditions: time 30 minute. Product: OCC#CC(=O)C1=CC=C(C=C1)C (4-hydroxy-1-(4-methylphenyl)-2-butyn-1-one). As a reaction SMILES: C(OC([O:6][CH2:7][C:8]#[C:9][C:10]([C:12]1[CH:17]=[CH:16][C:15]([CH3:18])=[CH:14][CH:13]=1)=[O:11])C)C.Cl>O1CCCC1>[OH:6][CH2:7][C:8]#[C:9][C:10]([C:12]1[CH:13]=[CH:14][C:15]([CH3:18])=[CH:16][CH:17]=1)=[O:11]. Procedure details: A solution of 5.7 g (23 mmol) of 4-(1-ethoxyethoxy)-1-(4-methylphenyl)-2-butyn-1-one in 80 ml of tetrahydrofuran was treated at room temperature with 23 ml of 2N hydrochloric acid, whereupon the mixture was stirred for 30 minutes. The reaction mixture was then extracted twice with ethyl acetate. The combined organic phases were washed in succession with saturated sodium carbonate solution and with water, dried over magnesium sulphate and concentrated. Crystallization of the residue from ethyl ac... Starting materials: NC1=C(C(=NN1)NC1=CC=CC=C1)C#N (5-amino-3-(phenylamino)-1H-pyrazole-4-carbonitrile), O=CC1=CC(OC)=C(O)C=C1 (Vanillin). Reagents/catalysts: N1CCCCC1 (piperidine). The solvent is CCO (EtOH). Product: OC1=C(C=C(C=NC2=C(C(=NN2)NC2=CC=CC=C2)C#N)C=C1)OC (5-((4-hydroxy-3-methoxy benzylidene)amino)-3-(phenylamino)-1H-pyrazole-4-carbonitrile). The yield is 38.8%. Reaction SMILES: [NH2:1][C:2]1[NH:6][N:5]=[C:4]([NH:7][C:8]2[CH:13]=[CH:12][CH:11]=[CH:10][CH:9]=2)[C:3]=1[C:14]#[N:15].O=[CH:17][C:18]1[CH:26]=[CH:25][C:23]([OH:24])=[C:20]([O:21][CH3:22])[CH:19]=1>CCO.N1CCCCC1>[OH:24][C:23]1[CH:25]=[CH:26][C:18]([CH:17]=[N:1][C:2]2[NH:6][N:5]=[C:4]([NH:7][C:8]3[CH:13]=[CH:12][CH:11]=[CH:10][CH:9]=3)[C:3]=2[C:14]#[N:15])=[CH:19][C:20]=1[O:21][CH3:22]. Procedure details: 5-amino-3-(phenylamino)-1H-pyrazole-4-carbonitrile (100 mg) was suspended in EtOH (4 mL) and Vanillin (1 eq.) and piperidine (1 drop) were added. Stirred at reflux until intermediate was absent (HPLC). After reaction was complete (18 hrs) it was brought to room temperature and filtered to obtain A21 as a yellow powder. Powder was washed with EtOH. Product was allowed to dry under vacuum for 1 hr (65 mg, 38.8% yield). Reactants: O (Water), Cl.CN(CCCN=C=NCC)C (1-(3-Dimethylaminopropyl)-3-ethylcarbodiimide hydrochloride), CN(CCN1C(=C(C2=CC=CC=C12)C(C1=CC=CC=C1)C1=CC=CC=C1)C(=O)O)C (1-(2-Dimethylaminoethyl)-3-(diphenylmethyl)indole-2-carboxylic acid), C(CC)N (propylamine). The solvent is C(Cl)Cl (methylene chloride). Run at time 4.5 hour. Product: C(CC)NC(=O)C=1N(C2=CC=CC=C2C1C(C1=CC=CC=C1)C1=CC=CC=C1)CCN(C)C (N-Propyl-1-(2-dimethylaminoethyl)-3-(diphenylmethyl)indole-2-carboxamide). Yield: 59.3%. As a reaction SMILES: Cl.C[N:3](C)[CH2:4][CH2:5][CH2:6]N=C=NCC.[CH3:13][N:14]([CH3:42])[CH2:15][CH2:16][N:17]1[C:25]2[C:20](=[CH:21][CH:22]=[CH:23][CH:24]=2)[C:19]([CH:26]([C:33]2[CH:38]=[CH:37][CH:36]=[CH:35][CH:34]=2)[C:27]2[CH:32]=[CH:31][CH:30]=[CH:29][CH:28]=2)=[C:18]1[C:39](O)=[O:40].C(N)CC.O>C(Cl)Cl>[CH2:4]([NH:3][C:39]([C:18]1[N:17]([CH2:16][CH2:15][N:14]([CH3:13])[CH3:42])[C:25]2[C:20]([C:19]=1[CH:26]([C:27]1[CH:32]=[CH:31][CH:30]=[CH:29][CH:28]=1)[C:33]1[CH:38]=[CH:37][CH:36]=[CH:35][CH:34]=1)=[CH:21][CH:22]=[CH:23][CH:24]=2)=[O:40])[CH2:5][CH3:6] |f:0.1|. Procedure: 1-(3-Dimethylaminopropyl)-3-ethylcarbodiimide hydrochloride (1.45 g, 7.53 mmol) was added to a solution of Compound 93 (1.5 g, 3.76 mmol) obtained in Example 93 and propylamine (0.47 ml, 5.65 mmol) in 50 ml of methylene chloride, followed by stirring at room temperature for 4.5 hours. Water was added to the reaction solution followed by extraction with chloroform. The resulting organic layer was washed successively with water and a saturated aqueous solution of sodium chloride, and dried over ma... Solvent: O1CCCC1 (tetrahydrofuran), O1CCCC1 (tetrahydrofuran). Run at time 5 hour. As a reaction SMILES: [C:1]([NH:9][C:10]1[CH:19]=[CH:18][C:17]2[C:12](=[CH:13][CH:14]=[CH:15][CH:16]=2)[C:11]=1[C:20]1[C:29]2[C:24](=[CH:25][CH:26]=[CH:27][CH:28]=2)[CH:23]=[CH:22][C:21]=1[P:30]([C:38]1[CH:43]=[CH:42][CH:41]=[CH:40][CH:39]=1)([C:32]1[CH:37]=[CH:36][CH:35]=[CH:34][CH:33]=1)=O)(=O)[C:2]1[CH:7]=[CH:6][CH:5]=[CH:4][CH:3]=1>O1CCCC1>[CH2:1]([NH:9][C:10]1[CH:19]=[CH:18][C:17]2[C:12](=[CH:13][CH:14]=[CH:15][CH:16]=2)[C:11]=1[C:20]1[C:29]2[C:24](=[CH:25][CH:26]=[CH:27][CH:28]=2)[CH:23]=[CH:22][C:21]=1[P:30]([C:38]1[CH:43]=[CH:42][CH:41]=[CH:40][CH:39]=1)[C:32]1[CH:33]=[CH:34][CH:35]=[CH:36][CH:37]=1)[C:2]1[CH:3]=[CH:4][CH:5]=[CH:6][CH:7]=1. Starting materials: C(C1=CC=CC=C1)(=O)NC1=C(C2=CC=CC=C2C=C1)C1=C(C=CC2=CC=CC=C12)P(=O)(C1=CC=CC=C1)C1=CC=CC=C1 ((−)-2-benzoylamino-2′-diphenylphosphinyl-1,1′-binaphthyl), C(C1=CC=CC=C1)(=O)NC1=C(C2=CC=CC=C2C=C1)C1=C(C=CC2=CC=CC=C12)P(=O)(C1=CC=CC=C1)C1=CC=CC=C1 ((−)-2-benzoylamino-2′-diphenylphosphinyl-1,1′-binaphthyl). The product is C(C1=CC=CC=C1)NC1=C(C2=CC=CC=C2C=C1)C1=C(C=CC2=CC=CC=C12)P(C1=CC=CC=C1)C1=CC=CC=C1 ((−)-2-benzylamino-2′-diphenylphosphino-1,1′-binaphthyl). Isolated yield 88.3%. Reported procedure: 29 mg (0.05 mmol) of (−)-2-benzoylamino-2′-diphenylphosphinyl-1,1′-binaphthyl (the formula (1-2c-1)) was dissolved in 1.3 ml of tetrahydrofuran under the flow of nitrogen. To the solution, 88 μl (0.18 mmol) of tetrahydrofuran solution (2M) of borane-dimethyl sulfide complex was added at 0° C., followed by the stirring for 18 hours at 88° C. The reaction solution was extracted with 50 ml of ethyl acetate. The extract was washed with 10 ml of saturated solution of ammonium chloride and 10 ml of br... Reactants: [N-]=[N+]=[N-].[Na+] (sodium azide), C(C1=CC=CC=C1)OC(=O)N1C[C@@H]([C@H]([C@@H](C1)COS(=O)(=O)C1=CC=C(C=C1)C)C1=CC=C(C=C1)COC[C@H](COC)C)OCC=1C=CC2=C(N(CCO2)CCCOC)C1 ((3R,4R,5S)-4-[4-((S)-3-methoxy-2-methyl-propoxymethyl)-phenyl]-3-[4-(3-methoxy-propyl)-3,4-dihydro-2H-benzo[1,4]oxazin-6-ylmethoxy]-5-(toluene-4-sulfonyloxymethyl) -piperidine-1-carboxylic acid benzyl ester). Solvent: CN1C(N(CCC1)C)=O (1,3-dimethyl-tetrahydro -pyrimidin-2-one), COC(C)(C)C (tert-butyl methyl ether). Conditions: time 5 hour. The product is C(C1=CC=CC=C1)OC(=O)N1C[C@H]([C@@H]([C@H](C1)OCC=1C=CC2=C(N(CCO2)CCCOC)C1)C1=CC=C(C=C1)COC[C@H](COC)C)CN=[N+]=[N-] ((3S,4R,5R)-3-Azidomethyl-4-[4-((S)-3-methoxy-2-methyl-propoxymethyl)-phenyl]-5-[4-(3-methoxy-propyl)-3,4-dihydro-2H-benzo[1,4]oxazin-6-ylmethoxy]-piperidine-1-carboxylic acid benzyl ester). As a reaction SMILES: [N-:1]=[N+:2]=[N-:3].[Na+].[CH2:5]([O:12][C:13]([N:15]1[CH2:20][C@@H:19]([CH2:21]OS(C2C=CC(C)=CC=2)(=O)=O)[C@H:18]([C:33]2[CH:38]=[CH:37][C:36]([CH2:39][O:40][CH2:41][C@@H:42]([CH3:46])[CH2:43][O:44][CH3:45])=[CH:35][CH:34]=2)[C@@H:17]([O:47][CH2:48][C:49]2[CH:50]=[CH:51][C:52]3[O:57][CH2:56][CH2:55][N:54]([CH2:58][CH2:59][CH2:60][O:61][CH3:62])[C:53]=3[CH:63]=2)[CH2:16]1)=[O:14])[C:6]1[CH:11]=[CH:10][CH:9]=[CH:8][CH:7]=1>CN1CCCN(C)C1=O.COC(C)(C)C>[CH2:5]([O:12][C:13]([N:15]1[CH2:16][C@H:17]([O:47][CH2:48][C:49]2[CH:50]=[CH:51][C:52]3[O:57][CH2:56][CH2:55][N:54]([CH2:58][CH2:59][CH2:60][O:61][CH3:62])[C:53]=3[CH:63]=2)[C@@H:18]([C:33]2[CH:38]=[CH:37][C:36]([CH2:39][O:40][CH2:41][C@@H:42]([CH3:46])[CH2:43][O:44][CH3:45])=[CH:35][CH:34]=2)[C@H:19]([CH2:21][N:1]=[N+:2]=[N-:3])[CH2:20]1)=[O:14])[C:6]1[CH:11]=[CH:10][CH:9]=[CH:8][CH:7]=1 |f:0.1|. Procedure: 31.265 mmol of sodium azide are added to a solution of 6.253 mmol of (3R,4R,5S)-4-[4-((S)-3-methoxy-2-methyl-propoxymethyl)-phenyl]-3-[4-(3-methoxy-propyl)-3,4-dihydro-2H-benzo[1,4]oxazin-6-ylmethoxy]-5-(toluene-4-sulfonyloxymethyl) -piperidine-1-carboxylic acid benzyl ester in 50 ml of 1,3-dimethyl-tetrahydro -pyrimidin-2-one (DMPU) under argon at 45° C. After 5 hours, the reaction mixture is cooled to room temperature, diluted with tert-butyl methyl ether, washed with water and brine, dried wi...